From a dataset of the Open Reaction Database (ORD), a public repository of structured organic reaction records. describe an organic reaction: reactants, conditions, products, and yield Reactants: CCOC(=O)n1c(C(=O)c2ccccc2)c(NC(C)=O)c2ccc(Cl)cc21, CCO, [K+], [OH-], O. Product: CC(=O)Nc1c(C(=O)c2ccccc2)[nH]c2cc(Cl)ccc12. Reaction SMILES: [C:1]([CH3:2])(=[O:3])[NH:4][c:5]1[c:6]([C:20]([c:21]2[cH:22][cH:23][cH:24][cH:25][cH:26]2)=[O:27])[n:7]([C:15]([O:16][CH2:17][CH3:18])=[O:19])[c:8]2[cH:9][c:10]([Cl:14])[cH:11][cH:12][c:13]12.[CH2:31]([OH:32])[CH3:33].[K+:29].[OH-:28].[OH2:30]>>[C:1]([CH3:2])(=[O:3])[NH:4][c:5]1[c:6]([C:20]([c:21]2[cH:22][cH:23][cH:24][cH:25][cH:26]2)=[O:27])[nH:7][c:8]2[cH:9][c:10]([Cl:14])[cH:11][cH:12][c:13]12. Reactants: [K+], [Na+], CCOC(=O)C1CCCN(C(=O)C=Cc2ccc(Sc3ccc4c(c3)OCCO4)c(Cl)c2Cl)C1, [OH-], [OH-]. Product: O=C(O)C1CCCN(C(=O)C=Cc2ccc(Sc3ccc4c(c3)OCCO4)c(Cl)c2Cl)C1. As a reaction SMILES: [K+:36].[Na+:38].[O:1]1[CH2:2][CH2:3][O:4][c:5]2[c:6]1[cH:7][cH:8][c:9]([S:11][c:12]1[c:13]([Cl:34])[c:14]([Cl:33])[c:15]([CH:18]=[CH:19][C:20](=[O:21])[N:22]3[CH2:23][CH:24]([C:28](=[O:29])[O:30][CH2:31][CH3:32])[CH2:25][CH2:26][CH2:27]3)[cH:16][cH:17]1)[cH:10]2.[OH-:35].[OH-:37]>>[O:1]1[CH2:2][CH2:3][O:4][c:5]2[c:6]1[cH:7][cH:8][c:9]([S:11][c:12]1[c:13]([Cl:34])[c:14]([Cl:33])[c:15]([CH:18]=[CH:19][C:20](=[O:21])[N:22]3[CH2:23][CH:24]([C:28](=[O:29])[OH:30])[CH2:25][CH2:26][CH2:27]3)[cH:16][cH:17]1)[cH:10]2. The reactants are COC(=O)C(=Cc1ccc(F)cc1Cl)C(C)=O, C=[N+]1CCSC1, CC#N, [Cl-]. Product: COC(=O)C(=Cc1ccc(F)cc1Cl)C(=O)CCN1CCSC1. RXN SMILES: [C:1]([CH3:2])(=[O:3])[C:4]([C:5](=[O:6])[O:7][CH3:8])=[CH:9][c:10]1[c:11]([Cl:17])[cH:12][c:13]([F:16])[cH:14][cH:15]1.[CH2:19]=[N+:20]1[CH2:21][S:22][CH2:23][CH2:24]1.[CH3:25][C:26]#[N:27].[Cl-:18]>>[C:1]([CH2:2][CH2:19][N:20]1[CH2:21][S:22][CH2:23][CH2:24]1)(=[O:3])[C:4]([C:5](=[O:6])[O:7][CH3:8])=[CH:9][c:10]1[c:11]([Cl:17])[cH:12][c:13]([F:16])[cH:14][cH:15]1.